From a dataset of the Open Reaction Database (ORD), a public repository of structured organic reaction records. describe an organic reaction: reactants, conditions, products, and yield The reactants are [BH4-].[Na+] (sodium borohydride), FCC(C(C(N1N=CN=C1)OC1=CC=C(C=C1)Cl)=O)(C)CF (3,3-bisfluoromethyl-1-(4-chlorophenoxy)-1-(1,2,4-triazol-1-yl)-2-butanone), Cl (hydrochloric acid). Run in CO (methanol). Conditions: time 15 hour. Yields the product FCC(C(C(N1N=CN=C1)OC1=CC=C(C=C1)Cl)O)(C)CF (3,3-bisfluoromethyl-1-(4-chlorophenoxy)-1-(1,2,4-triazol-1-yl)-butan-2-ol). The yield is 85.5%. RXN SMILES: [F:1][CH2:2][C:3]([CH2:21][F:22])([CH3:20])[C:4](=[O:19])[CH:5]([O:11][C:12]1[CH:17]=[CH:16][C:15]([Cl:18])=[CH:14][CH:13]=1)[N:6]1[CH:10]=[N:9][CH:8]=[N:7]1.[BH4-].[Na+].Cl>CO>[F:1][CH2:2][C:3]([CH2:21][F:22])([CH3:20])[CH:4]([OH:19])[CH:5]([O:11][C:12]1[CH:17]=[CH:16][C:15]([Cl:18])=[CH:14][CH:13]=1)[N:6]1[CH:10]=[N:9][CH:8]=[N:7]1 |f:1.2|. Reported procedure: 130.5 g (0.395 mol) of 3,3-bisfluoromethyl-1-(4-chlorophenoxy)-1-(1,2,4-triazol-1-yl)-2-butanone were dissolved in 800 ml of methanol, and 21 g (0.55 mol) of sodium borohydride were added in portions. The reaction solution was subsequently stirred for 15 hours and was then adjusted to a pH value of 3 with concentrated hydrochloric acid. The mixture was then stirred for 2 hours. After distilling off the solvent in vacuo, water/sodium bicarbonate were added to the residue and the mixture was extra... Starting materials: [N+](=O)(O)[O-] (nitric acid), FC(C1=C(C=CC(=C1)C(F)(F)F)Br)(F)F (2,4-bis(trifluoromethyl)bromobenzene). The solvent is S(O)(O)(=O)=O (sulphuric acid). Reaction conditions: temperature 80 celsius, time 8 hour. Product: [N+](=O)([O-])C1=CC(=CC(=C1Br)C(F)(F)F)C(F)(F)F (6-nitro-2,4-bis(trifluoromethyl) bromobenzene). Reaction SMILES: [N+:1]([O-:4])(O)=[O:2].[F:5][C:6]([F:19])([F:18])[C:7]1[CH:12]=[C:11]([C:13]([F:16])([F:15])[F:14])[CH:10]=[CH:9][C:8]=1[Br:17]>S(=O)(=O)(O)O>[N+:1]([C:9]1[C:8]([Br:17])=[C:7]([C:6]([F:5])([F:18])[F:19])[CH:12]=[C:11]([C:13]([F:16])([F:14])[F:15])[CH:10]=1)([O-:4])=[O:2]. Reported procedure: Concentrated nitric acid (2.6 ml) was cautiously added to a solution of 2,4-bis(trifluoromethyl)bromobenzene (16 g) in concentrated sulphuric acid (48 ml), and the mixture was heated to 80° C. for 6 hours. After cooling to ambient temperature and allowing to stand overnight, the reaction mixture was cautiously poured onto ice, and extracted with ethyl acetate. The organic extracts were washed with water and brine and dried over magnesium sulphate. Evaporation of the solvent, under reduced pressu... Reactants: Br.Br.OC1=CC=C(C=C1)N1CCNCC1 (1-(4-hydroxyphenyl)piperazine dihydrobromide), ClC1=NC(=CC=C1)C1=CC=CC=C1 (2-chloro-6-phenylpyridine), C(=O)([O-])[O-].[K+].[K+] (K2CO3). Solvent: CN(C)C=O (DMF). Product: OC1=CC=C(C=C1)N1CCN(CC1)C1=NC(=CC=C1)C1=CC=CC=C1 (1-(4-hydroxyphenyl)-4-(6-phenylpyrid-2-yl)piperazine). The yield is 22.7%. As a reaction SMILES: Br.Br.[OH:3][C:4]1[CH:9]=[CH:8][C:7]([N:10]2[CH2:15][CH2:14][NH:13][CH2:12][CH2:11]2)=[CH:6][CH:5]=1.Cl[C:17]1[CH:22]=[CH:21][CH:20]=[C:19]([C:23]2[CH:28]=[CH:27][CH:26]=[CH:25][CH:24]=2)[N:18]=1.C([O-])([O-])=O.[K+].[K+]>CN(C=O)C>[OH:3][C:4]1[CH:5]=[CH:6][C:7]([N:10]2[CH2:15][CH2:14][N:13]([C:17]3[CH:22]=[CH:21][CH:20]=[C:19]([C:23]4[CH:24]=[CH:25][CH:26]=[CH:27][CH:28]=4)[N:18]=3)[CH2:12][CH2:11]2)=[CH:8][CH:9]=1 |f:0.1.2,4.5.6|. Procedure details: A mixture of 12.77 g (37.5 mmol) of 1-(4-hydroxyphenyl)piperazine dihydrobromide, 7.13 g (37.6 mmol) of 2-chloro-6-phenylpyridine, 8 g (58 mmol) of K2CO3 and 145 ml of absolute DMF were refluxed for 24 hours with stirring. The DMF was then removed by distillation in vacuo. CH2Cl2 /water was added to the residue, the mixture was shaken thoroughly, the phases were separated, and the aqueous solution was extracted repeatedly with CH2Cl2. After drying and filtering, the combined CH2Cl2 extracts were... Starting materials: crude product, CC1=C(C(=O)O)C=CC(=N1)N1C(CCC1)=O (2-methyl-6-(2-oxopyrrolidin-1-yl)nicotinic acid), C(C)C=1C=C(C(=NC1)N1CCNCC1)C (1-(5-ethyl-3-methylpyridin-2-yl)piperazine). Yields the product C(C)C=1C=C(C(=NC1)N1CCN(CC1)C(=O)C=1C=CC(=NC1C)N1C(CCC1)=O)C (1-{5-[4-(5-ethyl-3-methylpyridin-2-yl)piperazine-1-carbonyl]-6-methylpyridin-2-yl}pyrrolidin-2-one). As a reaction SMILES: [CH3:1][C:2]1[N:10]=[C:9]([N:11]2[CH2:15][CH2:14][CH2:13][C:12]2=[O:16])[CH:8]=[CH:7][C:3]=1[C:4]([OH:6])=O.[CH2:17]([C:19]1[CH:20]=[C:21]([CH3:31])[C:22]([N:25]2[CH2:30][CH2:29][NH:28][CH2:27][CH2:26]2)=[N:23][CH:24]=1)[CH3:18]>>[CH2:17]([C:19]1[CH:20]=[C:21]([CH3:31])[C:22]([N:25]2[CH2:26][CH2:27][N:28]([C:4]([C:3]3[CH:7]=[CH:8][C:9]([N:11]4[CH2:15][CH2:14][CH2:13][C:12]4=[O:16])=[N:10][C:2]=3[CH3:1])=[O:6])[CH2:29][CH2:30]2)=[N:23][CH:24]=1)[CH3:18]. Procedure details: Using a crude product (0.605 mmol) of 2-methyl-6-(2-oxopyrrolidin-1-yl)nicotinic acid which is an intermediate described in Example 791, and 1-(5-ethyl-3-methylpyridin-2-yl)piperazine (124 mg) described in Preparation Example 81 and by the reaction and treatment in the same manner as in Example 93, the title compound (4 mg) was obtained. The reactants are C(=O)(OCC)C(CCC1=CC=C(C=C1)Cl)N[C@@H](C)C(=O)N1[C@@H](CC2CCCCC12)C(=O)O (1-[N-(1-Carboethoxy-3-p-chlorophenylpropyl)-(S)-alanyl]octahydroindole-2-(S)-carboxylic acid), [OH-].[Na+] (sodium hydroxide). Solvent: CO (methanol). The product is C(=O)(O)C(CCC1=CC=C(C=C1)Cl)N[C@@H](C)C(=O)N1[C@@H](CC2CCCCC12)C(=O)O (1-[N-(1-Carboxy-3-p-chlorophenylpropyl)-(S)-alanyl]octahydroindole-2(S)-carboxylic acid). RXN SMILES: [C:1]([CH:6]([NH:16][C@H:17]([C:19]([N:21]1[CH:29]2[CH:24]([CH2:25][CH2:26][CH2:27][CH2:28]2)[CH2:23][C@H:22]1[C:30]([OH:32])=[O:31])=[O:20])[CH3:18])[CH2:7][CH2:8][C:9]1[CH:14]=[CH:13][C:12]([Cl:15])=[CH:11][CH:10]=1)([O:3]CC)=[O:2].[OH-].[Na+]>CO>[C:1]([CH:6]([NH:16][C@H:17]([C:19]([N:21]1[CH:29]2[CH:24]([CH2:25][CH2:26][CH2:27][CH2:28]2)[CH2:23][C@H:22]1[C:30]([OH:32])=[O:31])=[O:20])[CH3:18])[CH2:7][CH2:8][C:9]1[CH:10]=[CH:11][C:12]([Cl:15])=[CH:13][CH:14]=1)([OH:3])=[O:2] |f:1.2|. Reported procedure: Treat the ester (prepared as described in Example 3) with sodium hydroxide in methanol as described in Example 2 to yield the title compound. Reactants: C1(=CC=CC=C1)C(C(=CC=C(C(=O)OCC)N(C)C)SC)=O (ethyl 6-phenyl-6-oxo-5-methylthio-2-dimethylamino-2,4-hexadienoate), CC[O-].[Na+] (sodium ethylate), C(C1=CC=CC=C1)(=O)C=1C=C(C=CC1)CC(=O)OCC (ethyl (3-benzoylphenyl)acetate), F[B-](F)(F)F.CN(C(=CC=[N+](C)C)C(=O)OCC)C (N-(3-dimethylamino-3-ethoxycarbonylpropenylidene)-N-methylmethanaminium tetrafluoroborate), ethanolic solution. Solvent: C(C)O (ethanol). Product: CN(C(C(=O)OCC)=CC=C(C(=O)OCC)C1=CC(=CC=C1)C(C1=CC=CC=C1)=O)C (diethyl 2-dimethylamino-5-(3-benzoylphenyl)-2,4-hexadienedioate). Yield: 53.4%. RXN SMILES: C1(C(=O)C(SC)=CC=C(N(C)C)C(OCC)=O)C=CC=CC=1.F[B-](F)(F)F.[CH3:28][N:29]([CH3:41])[C:30]([C:36]([O:38][CH2:39][CH3:40])=[O:37])=[CH:31][CH:32]=[N+](C)C.CC[O-].[Na+].[C:46]([C:54]1[CH:55]=[C:56]([CH2:60][C:61]([O:63][CH2:64][CH3:65])=[O:62])[CH:57]=[CH:58][CH:59]=1)(=[O:53])[C:47]1[CH:52]=[CH:51][CH:50]=[CH:49][CH:48]=1>C(O)C>[CH3:28][N:29]([CH3:41])[C:30](=[CH:31][CH:32]=[C:60]([C:56]1[CH:57]=[CH:58][CH:59]=[C:54]([C:46](=[O:53])[C:47]2[CH:48]=[CH:49][CH:50]=[CH:51][CH:52]=2)[CH:55]=1)[C:61]([O:63][CH2:64][CH3:65])=[O:62])[C:36]([O:38][CH2:39][CH3:40])=[O:37] |f:1.2,3.4|. Procedure details: The procedure is as in Example 4 for the preparation of ethyl 6-phenyl-6-oxo-5-methylthio-2-dimethylamino-2,4-hexadienoate, starting with N-(3-dimethylamino-3-ethoxycarbonylpropenylidene)-N-methylmethanaminium tetrafluoroborate (17.8 g), a 2M ethanolic solution of sodium ethylate (31.3 cc) and ethyl (3-benzoylphenyl)acetate (16.8 g) in ethanol (100 cc). After purification by chromatography on a silica column with dichloromethane as eluent, diethyl 2-dimethylamino-5-(3-benzoylphenyl)-2,4-hexadien... Starting materials: CN(CCCON=C1C=2C(=NC(=NC2CC(C1)C1=C(C=CC(=C1)F)C1=CC=CC=C1)N)C)C (2-amino-7-(4-fluoro-biphenyl-2-yl)-4-methyl-7,8-dihydro-6H-quinazolin-5-one O-(3-dimethylamino-propyl)-oxime), NC1=NC=2CC(CC(C2C(=N1)C)=NO)C1=C(C=CC=C1)C1=CC=CC=C1 (2-amino-7-biphenyl-2-yl-4-methyl-7,8-dihydro-6H-quinazolin-5-one oxime), compound 66, Cl.ClCCCN1CCOCC1 (4-(3-chloro-propyl)-morpholine hydrochloride), [H-].[Na+] (sodium hydride), CN(CCCON=C1C=2C(=NC(=NC2CC(C1)C1=C(C=CC(=C1)F)C1=CC=CC=C1)N)C)C (2-amino-7-(4-fluoro-biphenyl-2-yl)-4-methyl-7,8-dihydro-6H-quinazolin-5-one O-(3-dimethylamino-propyl)-oxime). Solvent: O (water). Yields the product N1(CCOCC1)CCCON=C1C=2C(=NC(=NC2CC(C1)C1=C(C=CC=C1)C1=CC=CC=C1)N)C (2-Amino-7-biphenyl-2-yl-4-methyl-7,8-dihydro-6H-quinazolin-5-one O-(3-morpholin-4-yl-propyl)-oxime). As a reaction SMILES: [NH2:1][C:2]1[N:11]=[C:10]([CH3:12])[C:9]2[C:8](=[N:13][OH:14])[CH2:7][CH:6]([C:15]3[CH:20]=[CH:19][CH:18]=[CH:17][C:16]=3[C:21]3[CH:26]=[CH:25][CH:24]=[CH:23][CH:22]=3)[CH2:5][C:4]=2[N:3]=1.Cl.Cl[CH2:29][CH2:30][CH2:31][N:32]1[CH2:37][CH2:36][O:35][CH2:34][CH2:33]1.[H-].[Na+].CN(C)CCCON=C1CC(C2C=C(F)C=CC=2C2C=CC=CC=2)CC2N=C(N)N=C(C)C1=2>O>[N:32]1([CH2:31][CH2:30][CH2:29][O:14][N:13]=[C:8]2[CH2:7][CH:6]([C:15]3[CH:20]=[CH:19][CH:18]=[CH:17][C:16]=3[C:21]3[CH:26]=[CH:25][CH:24]=[CH:23][CH:22]=3)[CH2:5][C:4]3[N:3]=[C:2]([NH2:1])[N:11]=[C:10]([CH3:12])[C:9]2=3)[CH2:37][CH2:36][O:35][CH2:34][CH2:33]1 |f:1.2,3.4|. Procedure details: The title compound was prepared from 2-amino-7-biphenyl-2-yl-4-methyl-7,8-dihydro-6H-quinazolin-5-one oxime, compound 66, (100 mg, 0.290 mmol), 4-(3-chloro-propyl)-morpholine hydrochloride (70 mg, 0.348 mmol) and sodium hydride (60% dispersion in oil) (37 mg, 0.928 mmol) following the same procedure used for 2-amino-7-(4-fluoro-biphenyl-2-yl)-4-methyl-7,8-dihydro-6H-quinazolin-5-one O-(3-dimethylamino-propyl)-oxime (compound 88) except after addition of water the solvent was removed under reduce...